This data is from the Open Reaction Database (ORD), a public repository of structured organic reaction records. The task is: describe an organic reaction: reactants, conditions, products, and yield Reactants: ClCCl, O=[Cr](=O)([O-])Cl, CNC(=O)CCC(O)c1ccccc1, c1cc[nH+]cc1. RXN SMILES: [CH2:26]([Cl:27])[Cl:28].[O:15]=[Cr:16]([Cl:17])([O-:18])=[O:19].[OH:1][CH:2]([CH2:3][CH2:4][C:5](=[O:6])[NH:7][CH3:8])[c:9]1[cH:10][cH:11][cH:12][cH:13][cH:14]1.[nH+:20]1[cH:21][cH:22][cH:23][cH:24][cH:25]1>>[O:1]=[C:2]([CH2:3][CH2:4][C:5](=[O:6])[NH:7][CH3:8])[c:9]1[cH:10][cH:11][cH:12][cH:13][cH:14]1. Yields the product CNC(=O)CCC(=O)c1ccccc1. Starting materials: CN(C1=CC=C(C=C1)C(C(=O)OCC)(C)C)C (ethyl (4-dimethylaminophenyl)-2,2-dimethylacetate), [OH-].[Na+] (sodium hydroxide), Cl (HCl). Run in C(C)O (ethanol), O (water). Product: CN(C1=CC=C(C=C1)C(C(=O)O)(C)C)C ((4-dimethylaminophenyl)-2,2-dimethylacetic acid). Yield: 92.0%. As a reaction SMILES: [CH3:1][N:2]([CH3:17])[C:3]1[CH:8]=[CH:7][C:6]([C:9]([CH3:16])([CH3:15])[C:10]([O:12]CC)=[O:11])=[CH:5][CH:4]=1.[OH-].[Na+].Cl>C(O)C.O>[CH3:17][N:2]([CH3:1])[C:3]1[CH:4]=[CH:5][C:6]([C:9]([CH3:15])([CH3:16])[C:10]([OH:12])=[O:11])=[CH:7][CH:8]=1 |f:1.2|. Procedure: A mixture of ethyl (4-dimethylaminophenyl)-2,2-dimethylacetate (1.00 g, 4.25 mmol) and sodium hydroxide (0.85 g) in ethanol (20 ml ) and water (9 mL) was heated under reflux for 18 hours. The mixture was cooled, acidified with 10% HCl, and washed with ethyl acetate. The aqueous phase was evaporated. The residue was dissolved in aqueous saturated sodium bicarbonate, and extracted with ethyl acetate. The organic phase was dried, filtered and evaporated to give (4-dimethylaminophenyl)-2,2-dimethyla... Starting materials: COC(C1=CN=C(C(=C1)Br)Cl)=O (5-bromo-6-chloro-nicotinic acid methyl ester), N[C@H]1[C@@H](CCCC1)O ((1R,2R)-2-amino-cyclohexanol), CNCCC (N-methyl-N-propylamine), FC1=CC=C(C=C1)B(O)O (4-fluorophenyl-boronic acid). Yields the product FC1=CC=C(C=C1)C=1C(=NC=C(C(=O)N[C@H]2[C@@H](CCCC2)O)C1)N(CCC)C (5-(4-Fluoro-phenyl)-N-((1R,2R)-2-hydroxy-cyclohexyl)-6-(methyl-propyl-amino)-nicotinamide). RXN SMILES: CO[C:3](=[O:12])[C:4]1[CH:9]=[C:8](Br)[C:7](Cl)=[N:6][CH:5]=1.[CH3:13][NH:14][CH2:15][CH2:16][CH3:17].[F:18][C:19]1[CH:24]=[CH:23][C:22](B(O)O)=[CH:21][CH:20]=1.[NH2:28][C@@H:29]1[CH2:34][CH2:33][CH2:32][CH2:31][C@H:30]1[OH:35]>>[F:18][C:19]1[CH:24]=[CH:23][C:22]([C:8]2[C:7]([N:14]([CH3:13])[CH2:15][CH2:16][CH3:17])=[N:6][CH:5]=[C:4]([CH:9]=2)[C:3]([NH:28][C@@H:29]2[CH2:34][CH2:33][CH2:32][CH2:31][C@H:30]2[OH:35])=[O:12])=[CH:21][CH:20]=1. Procedure: The title compound was synthesized in analogy to the procedure described for the preparation of Example 43, using 5-bromo-6-chloro-nicotinic acid methyl ester, N-methyl-N-propylamine (commercially available), 4-fluorophenyl-boronic acid (commercially available) and (1R,2R)-2-amino-cyclohexanol (commercially available) as starting materials. MS (ISP): 386.2 (M+H+). Reactants: N#Cc1c(N)sc2ccccc2c1=O, O, O=S(=O)(O)O. Product: NC(=O)c1c(N)sc2ccccc2c1=O. As a reaction SMILES: [NH2:1][c:2]1[s:3][c:4]2[c:5]([c:6](=[O:10])[c:7]1[C:8]#[N:9])[cH:11][cH:12][cH:13][cH:14]2.[OH2:20].[S:15]([OH:16])(=[O:17])(=[O:18])[OH:19]>>[NH2:1][c:2]1[s:3][c:4]2[c:5]([c:6](=[O:10])[c:7]1[C:8]([NH2:9])=[O:16])[cH:11][cH:12][cH:13][cH:14]2.